Dataset: the Open Reaction Database (ORD), a public repository of structured organic reaction records. Task: describe an organic reaction: reactants, conditions, products, and yield Reactants: CCCCCCCCN(CC(=O)O)S(=O)(=O)c1ccc(C)cc1, ClCCCl, NOCc1ccccc1, Cl, CN(C)C=O, On1nnc2ccccc21. Product: CCCCCCCCN(CC(=O)NOCc1ccccc1)S(=O)(=O)c1ccc(C)cc1. As a reaction SMILES: [CH2:1]([CH2:2][CH2:3][CH2:4][CH2:5][CH2:6][CH2:7][CH3:8])[N:9]([S:10](=[O:11])(=[O:12])[c:13]1[cH:14][cH:15][c:16]([CH3:19])[cH:17][cH:18]1)[CH2:20][C:21](=[O:22])[OH:23].[CH2:24]([Cl:25])[CH2:26][Cl:27].[CH2:39]([c:40]1[cH:41][cH:42][cH:43][cH:44][cH:45]1)[O:46][NH2:47].[ClH:38].[O:48]=[CH:49][N:50]([CH3:51])[CH3:52].[OH:28][n:29]1[c:30]2[c:31]([cH:32][cH:33][cH:34][cH:35]2)[n:36][n:37]1>>[CH2:1]([CH2:2][CH2:3][CH2:4][CH2:5][CH2:6][CH2:7][CH3:8])[N:9]([S:10](=[O:11])(=[O:12])[c:13]1[cH:14][cH:15][c:16]([CH3:19])[cH:17][cH:18]1)[CH2:20][C:21](=[O:23])[NH:47][O:46][CH2:39][c:40]1[cH:41][cH:42][cH:43][cH:44][cH:45]1.